This data is from the Open Reaction Database (ORD), a public repository of structured organic reaction records. The task is: describe an organic reaction: reactants, conditions, products, and yield Starting materials: C(C(C)C)(=O)N(C=1NC(C=2N=CN([C@H]3C[C@H](O)[C@@H](CO)O3)C2N1)=O)CCCCCCCCC (N2-isobutyryl-N2-nonyl-2′-deoxyguanosine), C(C1=CC=C(OC)C=C1)(C1=CC=C(OC)C=C1)(C1=CC=CC=C1)Cl (DMTCl), TEA, C(C(C)C)(=O)N(C=1NC(C=2N=CN([C@H]3C[C@H](O)[C@@H](CO)O3)C2N1)=O)CCCCCCCCC (N2-isobutyryl-N2-nonyl-2′-deoxyguanosine). The solvent is N1=CC=CC=C1 (pyridine). Product: COC1=CC=C(C(C2=CC=C(C=C2)OC)(C2=CC=CC=C2)OC[C@@H]2[C@H](C[C@@H](O2)N2C=NC=3C(=O)NC(N(CCCCCCCCC)C(C(C)C)=O)=NC23)O)C=C1 (5′-O-(4,4′-dimethoxytrityl)-N2-isobutyryl-N2-nonyl-2′-deoxyguanosine), pure product. Yield: 55.0%. As a reaction SMILES: [C:1]([N:6]([CH2:25][CH2:26][CH2:27][CH2:28][CH2:29][CH2:30][CH2:31][CH2:32][CH3:33])[C:7]1[NH:8][C:9](=[O:24])[C:10]2[N:11]=[CH:12][N:13]([C:22]=2[N:23]=1)[C@@H:14]1[O:21][C@H:18]([CH2:19][OH:20])[C@@H:16]([OH:17])[CH2:15]1)(=[O:5])[CH:2]([CH3:4])[CH3:3].[C:34](Cl)([C:51]1[CH:56]=[CH:55][CH:54]=[CH:53][CH:52]=1)([C:43]1[CH:50]=[CH:49][C:46]([O:47][CH3:48])=[CH:45][CH:44]=1)[C:35]1[CH:42]=[CH:41][C:38]([O:39][CH3:40])=[CH:37][CH:36]=1>N1C=CC=CC=1>[CH3:48][O:47][C:46]1[CH:45]=[CH:44][C:43]([C:34]([O:20][CH2:19][C@H:18]2[O:21][C@@H:14]([N:13]3[C:22]4[N:23]=[C:7]([N:6]([C:1](=[O:5])[CH:2]([CH3:3])[CH3:4])[CH2:25][CH2:26][CH2:27][CH2:28][CH2:29][CH2:30][CH2:31][CH2:32][CH3:33])[NH:8][C:9](=[O:24])[C:10]=4[N:11]=[CH:12]3)[CH2:15][C@@H:16]2[OH:17])([C:51]2[CH:52]=[CH:53][CH:54]=[CH:55][CH:56]=2)[C:35]2[CH:42]=[CH:41][C:38]([O:39][CH3:40])=[CH:37][CH:36]=2)=[CH:50][CH:49]=1. Procedure: Compound 118 was prepared from compound 117 by following the procedure of example 107 utilizing compound 117 (2.2 g, 4.75 mmole), DMTCl (1.69 g, 5 mmole), dry TEA (1.01 g, 10 mmole) and dry pyridine (70 ml). The crude compound was purified using flash chromatography and methylene chloride/methanol/TEA as the eluent. 2 g (55%) of pure product was obtained as a foam. The reactants are C(C1=CC=CC=C1)OC=1C=C(C=CC1I)/C=C/C(=O)OC (methyl (E)-3-(3-benzyloxy-4-iodophenyl)acrylate), C(CCCCCC)NC(N(C1=CC(=CC=C1)B1OC(C(O1)(C)C)(C)C)C)=O (3-heptyl-1-methyl-1-[3-(4,4,5,5-tetramethyl[1,3,2]dioxaborolan-2-yl)phenyl]urea), P(=O)([O-])([O-])[O-].[K+].[K+].[K+] (potassium phosphate). Reagents/catalysts: C(C)(=O)[O-].[Pd+2].C(C)(=O)[O-] (palladium acetate), C1(CCCCC1)P(C1=C(C=CC=C1)C1=CC=CC=C1)C1CCCCC1 (2-(dicyclohexylphosphino)biphenyl). The solvent is CN(C=O)C (dimethylformamide), O (water). Product: C(CCCCCC)NC(N(C)C=1C=C(C=CC1)C1=C(C=C(C=C1)/C=C/C(=O)OC)O)=O (methyl (E)-3-[3′-(3-heptyl-1-methylureido)-2-hydroxybiphenyl-4-yl]acrylate). Yield: 118.9%. Reaction SMILES: C([O:8][C:9]1[CH:10]=[C:11](/[CH:16]=[CH:17]/[C:18]([O:20][CH3:21])=[O:19])[CH:12]=[CH:13][C:14]=1I)C1C=CC=CC=1.[CH2:22]([NH:29][C:30](=[O:48])[N:31]([CH3:47])[C:32]1[CH:37]=[CH:36][CH:35]=[C:34](B2OC(C)(C)C(C)(C)O2)[CH:33]=1)[CH2:23][CH2:24][CH2:25][CH2:26][CH2:27][CH3:28].P([O-])([O-])([O-])=O.[K+].[K+].[K+]>CN(C)C=O.O.C([O-])(=O)C.[Pd+2].C([O-])(=O)C.C1(P(C2CCCCC2)C2C=CC=CC=2C2C=CC=CC=2)CCCCC1>[CH2:22]([NH:29][C:30](=[O:48])[N:31]([C:32]1[CH:37]=[C:36]([C:14]2[CH:13]=[CH:12][C:11](/[CH:16]=[CH:17]/[C:18]([O:20][CH3:21])=[O:19])=[CH:10][C:9]=2[OH:8])[CH:35]=[CH:34][CH:33]=1)[CH3:47])[CH2:23][CH2:24][CH2:25][CH2:26][CH2:27][CH3:28] |f:2.3.4.5,8.9.10|. Reported procedure: A solution of 4.6 g (11.67 mmol, 1 eq) of methyl (E)-3-(3-benzyloxy-4-iodophenyl)acrylate, 4.8 g (12.83 mmol, 1.1 eq) of 3-heptyl-1-methyl-1-[3-(4,4,5,5-tetramethyl[1,3,2]dioxaborolan-2-yl)phenyl]urea (prepared as in Example 1e) in 18 ml of dimethylformamide+3 mL of 2M potassium phosphate solution, in the presence of 128 mg (5 mol %) of palladium acetate and 408 mg (10 mol %) of 2-(dicyclohexylphosphino)biphenyl is stirred at 80° C. for 5 hours. The reaction medium is hydrolyzed in water and the...